This data is from the Open Reaction Database (ORD), a public repository of structured organic reaction records. The task is: describe an organic reaction: reactants, conditions, products, and yield Starting materials: C#CCCl, Cc1ncccc1O, c1cc(-n2cnnn2)ncc1OCc1cn[nH]n1. The product is C#CCOc1cccnc1C. Reaction SMILES: [CH2:9]([C:10]#[CH:11])[Cl:12].[OH:1][c:2]1[c:3]([CH3:8])[n:4][cH:5][cH:6][cH:7]1.[n:13]1[nH:14][n:15][c:16]([CH2:17][O:18][c:19]2[cH:20][cH:21][c:22](-[n:23]3[cH:24][n:25][n:26][n:27]3)[n:28][cH:29]2)[cH:30]1>>[O:1]([c:2]1[c:3]([CH3:8])[n:4][cH:5][cH:6][cH:7]1)[CH2:11][C:10]#[CH:9]. Starting materials: [Al+3], C#CCN(C)c1nc(C(=O)OC)cs1, [H-], [H-], [H-], [H-], [Li+], C1CCOC1, O. The product is C#CCN(C)c1nc(CO)cs1. Reaction SMILES: [Al+3:2].[CH3:7][N:8]([c:9]1[s:10][cH:11][c:12]([C:14](=[O:15])[O:16][CH3:17])[n:13]1)[CH2:18][C:19]#[CH:20].[H-:1].[H-:4].[H-:5].[H-:6].[Li+:3].[O:22]1[CH2:23][CH2:24][CH2:25][CH2:26]1.[OH2:21]>>[CH3:7][N:8]([c:9]1[s:10][cH:11][c:12]([CH2:14][OH:15])[n:13]1)[CH2:18][C:19]#[CH:20].